Dataset: the Open Reaction Database (ORD), a public repository of structured organic reaction records. Task: describe an organic reaction: reactants, conditions, products, and yield Reactants: O[C@@H]1C=C[C@H](CC1)NC(=O)OC(C)(C)C (trans-1-hydroxy-4-(tert-butoxycarbonylamino)-2-cyclohexene), ClC(C(=O)C(Cl)(Cl)Cl)(Cl)Cl (hexachloroacetone), C1(=CC=CC=C1)P(C1=CC=CC=C1)C1=CC=CC=C1 (triphenylphosphine). Reaction conditions: time 1 hour. The product is C(C)(C)(C)OC(=O)N[C@@H]1C=C[C@@H](CC1)Cl (cis-1-(tert-butoxycarbonylamino)-4-chloro-2-cyclohexene). Isolated yield 62.0%. Reaction SMILES: O[C@H:2]1[CH2:7][CH2:6][C@H:5]([NH:8][C:9]([O:11][C:12]([CH3:15])([CH3:14])[CH3:13])=[O:10])[CH:4]=[CH:3]1.C1(P(C2C=CC=CC=2)C2C=CC=CC=2)C=CC=CC=1.[Cl:35]C(Cl)(Cl)C(C(Cl)(Cl)Cl)=O>>[C:12]([O:11][C:9]([NH:8][C@H:5]1[CH2:6][CH2:7][C@@H:2]([Cl:35])[CH:3]=[CH:4]1)=[O:10])([CH3:15])([CH3:14])[CH3:13]. Procedure details: To a mixture of trans-1-hydroxy-4-(tert-butoxycarbonylamino)-2-cyclohexene (2.93 g, 13.8 mmol) in hexachloroacetone (70 mL) was added triphenylphosphine (7.51 g, 28.6 mmol) and the mixture was stirred at room temperature for 1 hour. The mixture was concentrated and the thus obtained oil was purified by column chromatography on silica gel (10:1 hexanes-ethyl acetate) and provided 1.98 g (62%) of cis-1-(tert-butoxycarbonylamino)-4-chloro-2-cyclohexene as a yellow solid. The reactants are C(C)(=O)C=1C=C2C(=CC(=NC2=C(C1O)CCC)C(=O)O)NC (6-Acetyl-7-hydroxy-4-methylamino-8-propylquinoline-2-carboxylic acid), C(C)O (ethanol), Cl (hydrogen chloride), N (ammonia). Product: C(C)(=O)C=1C=C2C(=CC(=NC2=C(C1O)CCC)C(=O)OCC)NC (Ethyl 6-acetyl-7-hydroxy-4-methylamino-8-propylquinoline-2-carboxylate). As a reaction SMILES: [C:1]([C:4]1[CH:5]=[C:6]2[C:11](=[C:12]([CH2:15][CH2:16][CH3:17])[C:13]=1[OH:14])[N:10]=[C:9]([C:18]([OH:20])=[O:19])[CH:8]=[C:7]2[NH:21][CH3:22])(=[O:3])[CH3:2].Cl.N.[CH2:25](O)[CH3:26]>>[C:1]([C:4]1[CH:5]=[C:6]2[C:11](=[C:12]([CH2:15][CH2:16][CH3:17])[C:13]=1[OH:14])[N:10]=[C:9]([C:18]([O:20][CH2:25][CH3:26])=[O:19])[CH:8]=[C:7]2[NH:21][CH3:22])(=[O:3])[CH3:2]. Procedure: The crude product of step (d) (6.4 g) in ethanol (500 mls) which had been previously saturated with hydrogen chloride gas was heated under reflux for 1 hour. The reaction mixture was cooled, made basic with conc. aqueous ammonia solution and extracted with ethyl acetate, which was then washed with water and dried over magnesium sulphate. The solvent was removed by evaporation to leave 8.0 g of residual yellow solid. This solid was recrystallised from ethanol to give 3.8 g of yellow needles mp 21...